From a dataset of the Open Reaction Database (ORD), a public repository of structured organic reaction records. describe an organic reaction: reactants, conditions, products, and yield Run at time 15 hour. Procedure: To a solution of methyl 5-{[3-((3R,4S)-3-{[tert-butyl(dimethyl)silyl]oxy}tetrahydro-2H-pyran-4-yl)-4-oxo-3,4-dihydrobenzo[h]quinazolin-6-yl]methyl}pyridine-2-carboxylate (see Example 20, 0.250 g, 0.447 mmol) in 5 mL of ethanol was added sodium borohydride (0.034 g, 0.89 mmol). After 15 h, additional sodium borohydride (0.050 g, 1.32 mmol) was added. After 24 h, the mixture was treated with saturated aqueous ammonium chloride and extracted 2× with dichloromethane. The combined organic fractions w... The reactants are [Cl-].[NH4+] (ammonium chloride), ClC=1C(C(=C(C(C1Cl)=O)C#N)C#N)=O (2,3-dichloro-5,6-dicyanobenzoquinone), [Si](C)(C)(C(C)(C)C)O[C@H]1COCC[C@@H]1N1C=NC2=C3C(=C(C=C2C1=O)CC=1C=CC(=NC1)C(=O)OC)C=CC=C3 (methyl 5-{[3-((3R,4S)-3-{[tert-butyl(dimethyl)silyl]oxy}tetrahydro-2H-pyran-4-yl)-4-oxo-3,4-dihydrobenzo[h]quinazolin-6-yl]methyl}pyridine-2-carboxylate), [BH4-].[Na+] (sodium borohydride), [BH4-].[Na+] (sodium borohydride). Product: [Si](C)(C)(C(C)(C)C)O[C@H]1COCC[C@@H]1N1C=NC2=C3C(=C(C=C2C1=O)CC=1C=NC(=CC1)CO)C=CC=C3 (3-((3R,4S)-3-{[tert-butyl(dimethyl)silyl]oxy}tetrahydro-2H-pyran-4-yl)-6-{[6-(hydroxymethyl)pyridine-3-yl]methyl}benzo[h]quinazolin-4(3H)-one). Run in C(Cl)(Cl)Cl (chloroform), C(C)O (ethanol). RXN SMILES: [Si:1]([O:8][C@@H:9]1[C@@H:14]([N:15]2[C:24](=[O:25])[C:23]3[C:18](=[C:19]4[CH:40]=[CH:39][CH:38]=[CH:37][C:20]4=[C:21]([CH2:26][C:27]4[CH:28]=[CH:29][C:30]([C:33](OC)=[O:34])=[N:31][CH:32]=4)[CH:22]=3)[N:17]=[CH:16]2)[CH2:13][CH2:12][O:11][CH2:10]1)([C:4]([CH3:7])([CH3:6])[CH3:5])([CH3:3])[CH3:2].[BH4-].[Na+].[Cl-].[NH4+].ClC1C(=O)C(C#N)=C(C#N)C(=O)C=1Cl>C(O)C.C(Cl)(Cl)Cl>[Si:1]([O:8][C@@H:9]1[C@@H:14]([N:15]2[C:24](=[O:25])[C:23]3[C:18](=[C:19]4[CH:40]=[CH:39][CH:38]=[CH:37][C:20]4=[C:21]([CH2:26][C:27]4[CH:32]=[N:31][C:30]([CH2:33][OH:34])=[CH:29][CH:28]=4)[CH:22]=3)[N:17]=[CH:16]2)[CH2:13][CH2:12][O:11][CH2:10]1)([C:4]([CH3:5])([CH3:6])[CH3:7])([CH3:2])[CH3:3] |f:1.2,3.4|. Starting materials: NS(=O)(=O)c1cc(C(=O)O)ccc1Br, Cl, C1COCCO1, O=S(Cl)Cl. Product: NS(=O)(=O)c1cc(C(=O)Cl)ccc1Br. As a reaction SMILES: [Br:1][c:2]1[c:3]([S:11]([NH2:12])(=[O:13])=[O:14])[cH:4][c:5]([C:6](=[O:7])[OH:8])[cH:9][cH:10]1.[ClH:15].[O:20]1[CH2:21][CH2:22][O:23][CH2:24][CH2:25]1.[S:16]([Cl:17])([Cl:18])=[O:19]>>[Br:1][c:2]1[c:3]([S:11]([NH2:12])(=[O:13])=[O:14])[cH:4][c:5]([C:6](=[O:7])[Cl:15])[cH:9][cH:10]1. Starting materials: S1C2=C(C=C1)C=CC=C2 (benzo[b]thiophene), C(C(=C)C)(=O)O (methacrylic acid), polyphosphoric acid. The solvent is ClCCl (dichloromethane). Conditions: temperature 67.5 celsius. The product is CC1C(C2=C(C3=C(S2)C=CC=C3)C1)=O (2-methyl-1,2-dihydrobenzo[b]cyclopenta[d]thiophen-3-one). Isolated yield 78.9%. As a reaction SMILES: [S:1]1[CH:5]=[CH:4][C:3]2[CH:6]=[CH:7][CH:8]=[CH:9][C:2]1=2.[C:10](O)(=[O:14])[C:11]([CH3:13])=[CH2:12]>ClCCl>[CH3:12][CH:11]1[CH2:13][C:4]2[C:3]3[CH:6]=[CH:7][CH:8]=[CH:9][C:2]=3[S:1][C:5]=2[C:10]1=[O:14]. Reported procedure: A solution of 66.9 g of benzo[b]thiophene (0.5 mol) and 46.3 g of methacrylic acid (0.537 mol) in 60 ml of dichloromethane was added dropwise starting at 70° C. within 20 minutes to 1000 g of super-PPA. The temperature was maintained at 65-70° C. during the addition. Methylene chloride was distilled off. After 2 h of reaction time, the reaction mixture was poured onto crushed ice and stirred until the polyphosphoric acid had completely dissolved. The aqueous phase was extracted with a dichlorome... Procedure: p-Nitrobenzyl 7β-amino-3-trifluoromethylsulfonyloxy-1-carba-3-cephem-4-carboxylate is acylated in methylene chloride with 2-thienylacetyl chloride in the presence of propylene oxide and then is deesterified to provide the title compound. Yields the product S1C(=CC=C1)CC(=O)N[C@H]1[C@@H]2N(C(=C(CC2)OS(=O)(=O)C(F)(F)F)C(=O)O)C1=O (7β-(2-thienylacetylamino)-3-trifluoromethylsulfonyloxy-1-carba-3-cephem-4-carboxylic acid). Solvent: C(Cl)Cl (methylene chloride). Reaction SMILES: [NH2:1][C@@H:2]1[C:30](=[O:31])[N:4]2[C:5]([C:17]([O:19]CC3C=CC([N+]([O-])=O)=CC=3)=[O:18])=[C:6]([O:9][S:10]([C:13]([F:16])([F:15])[F:14])(=[O:12])=[O:11])[CH2:7][CH2:8][C@H:3]12.[S:32]1[CH:36]=[CH:35][CH:34]=[C:33]1[CH2:37][C:38](Cl)=[O:39].C1OC1C>C(Cl)Cl>[S:32]1[CH:36]=[CH:35][CH:34]=[C:33]1[CH2:37][C:38]([NH:1][C@@H:2]1[C:30](=[O:31])[N:4]2[C:5]([C:17]([OH:19])=[O:18])=[C:6]([O:9][S:10]([C:13]([F:16])([F:15])[F:14])(=[O:11])=[O:12])[CH2:7][CH2:8][C@H:3]12)=[O:39]. Reactants: N[C@H]1[C@@H]2N(C(=C(CC2)OS(=O)(=O)C(F)(F)F)C(=O)OCC2=CC=C(C=C2)[N+](=O)[O-])C1=O (p-Nitrobenzyl 7β-amino-3-trifluoromethylsulfonyloxy-1-carba-3-cephem-4-carboxylate), S1C(=CC=C1)CC(=O)Cl (2-thienylacetyl chloride), C1C(C)O1 (propylene oxide). The reactants are ClC1=NC=C(C=N1)Br (2-Chloro-5-bromopyrimidine), S1C=C(C=C1)[Sn](CCCC)(CCCC)CCCC (3-thienyltributyltin). Yields the product ClC1=NC=C(C=N1)C1=CSC=C1 (2-chloro-5-(3-thienyl)pyrimidine). Reaction SMILES: [Cl:1][C:2]1[N:7]=[CH:6][C:5](Br)=[CH:4][N:3]=1.[S:9]1[CH:13]=[CH:12][C:11]([Sn](CCCC)(CCCC)CCCC)=[CH:10]1>>[Cl:1][C:2]1[N:7]=[CH:6][C:5]([C:11]2[CH:12]=[CH:13][S:9][CH:10]=2)=[CH:4][N:3]=1. Procedure details: 2-Chloro-5-bromopyrimidine and 3-thienyltributyltin are treated in the same manner as in Example 190 to give 2-chloro-5-(3-thienyl)pyrimidine. Reactants: CCCc1c(CCl)ccc(C(C)=O)c1O, Nc1n[nH]c(S)n1. Product: CCCc1c(CSc2n[nH]c(N)n2)ccc(C(C)=O)c1O. As a reaction SMILES: [C:1]([CH3:2])(=[O:3])[c:4]1[c:5]([OH:15])[c:6]([CH2:12][CH2:13][CH3:14])[c:7]([CH2:8][Cl:9])[cH:10][cH:11]1.[NH2:16][c:17]1[n:18][nH:19][c:20]([SH:22])[n:21]1>>[C:1]([CH3:2])(=[O:3])[c:4]1[c:5]([OH:15])[c:6]([CH2:12][CH2:13][CH3:14])[c:7]([CH2:8][S:22][c:20]2[n:19][nH:18][c:17]([NH2:16])[n:21]2)[cH:10][cH:11]1. The reactants are C(C)(=O)NC=1SC2=C(N1)C=CC(=C2)OC=2C=C(C=CC2)NC(C(F)(F)F)=O (N-(3-{[2-(acetylamino)-1,3-benzothiazol-6-yl]oxy}phenyl)-2,2,2-trifluoroacetamide), CO (methanol), O (water), O.[OH-].[Li+] (lithium hydroxide monohydrate), O (water). Solvent: O1CCCC1 (tetrahydrofuran), C(C)(=O)OCC (ethyl acetate). Reaction conditions: time 1 hour. Product: NC=1C=C(OC2=CC3=C(N=C(S3)NC(C)=O)C=C2)C=CC1 (N-[6-(3-aminophenoxy)-1,3-benzothiazol-2-yl]acetamide). Isolated yield 40.9%. Reaction SMILES: [C:1]([NH:4][C:5]1[S:6][C:7]2[CH:13]=[C:12]([O:14][C:15]3[CH:16]=[C:17]([NH:21]C(=O)C(F)(F)F)[CH:18]=[CH:19][CH:20]=3)[CH:11]=[CH:10][C:8]=2[N:9]=1)(=[O:3])[CH3:2].CO.O.O.[OH-].[Li+]>O1CCCC1.C(OCC)(=O)C>[NH2:21][C:17]1[CH:16]=[C:15]([CH:20]=[CH:19][CH:18]=1)[O:14][C:12]1[CH:11]=[CH:10][C:8]2[N:9]=[C:5]([NH:4][C:1](=[O:3])[CH3:2])[S:6][C:7]=2[CH:13]=1 |f:3.4.5|. Procedure: To a solution of N-(3-{[2-(acetylamino)-1,3-benzothiazol-6-yl]oxy}phenyl)-2,2,2-trifluoroacetamide (10.0 g, 25.3 mmol) in tetrahydrofuran (50 mL) were added methanol (25 mL), water (25 mL) and lithium hydroxide monohydrate (1.50 g, 35.7 mmol), and the mixture was stirred at room temperature for 1 hr. To the reaction mixture were added water (200 mL) and ethyl acetate (250 mL), and the mixture was extracted with ethyl acetate. The organic layer was dried over anhydrous magnesium sulfate, and the ... Starting materials: ice water, ClCC#N (Chloracetonitrile), C([O-])([O-])=O.[K+].[K+] (potassium carbonate), C(C1=CC=CC=C1)C=1C(OC2=C(C1C)C(=CC(=C2)O)O)=O (3-Benzyl-5,7-dihydroxy-4-methyl-2H-1-benzopyran-2-one), CN(C)C=O (DMF). The product is C(C1=CC=CC=C1)C=1C(OC2=C(C1C)C(=CC(=C2)OCC#N)OCC#N)=O (3-Benzyl-5,7-bis(cyanomethoxy)-4-methyl-2H-1-benzopyran-2-one). RXN SMILES: Cl[CH2:2][C:3]#[N:4].[C:5](=[O:8])([O-])[O-:6].[K+].[K+].[CH2:11]([C:18]1[C:19](=O)[O:20][C:21]2[CH:28]=[C:27]([OH:29])[CH:26]=[C:25](O)[C:22]=2[C:23]=1[CH3:24])[C:12]1[CH:17]=[CH:16][CH:15]=[CH:14][CH:13]=1.[CH3:32][N:33](C=O)C>>[CH2:11]([C:18]1[C:5](=[O:8])[O:6][C:25]2[CH:26]=[C:27]([O:29][CH2:2][C:3]#[N:4])[CH:28]=[C:21]([O:20][CH2:19][C:32]#[N:33])[C:22]=2[C:23]=1[CH3:24])[C:12]1[CH:13]=[CH:14][CH:15]=[CH:16][CH:17]=1 |f:1.2.3|. Procedure details: Chloracetonitrile (6.86 g), potassium carbonate (23.9 g) and 12.2 g of the product from example 1 a were stirred in 120 ml of DMF at 100° C. under nitrogen for two hours. The reaction mixture was cooled and poured into ice water. The solids were filtered and washed with water. Yield 13.8 g (88%). Melting point 147-154° C.